Dataset: the Open Reaction Database (ORD), a public repository of structured organic reaction records. Task: describe an organic reaction: reactants, conditions, products, and yield Reactants: S(=O)(Cl)Cl (thionyl chloride), CO (methanol), OC1=NC(=NC(=C1C(C(=O)O)CCC)O)N1CCCCC1 (2-(4,6-dihydroxy-2-(piperidin-1-yl)pyrimidin-5-yl)pentanoic acid). Yields the product O=C1N=C(NC(C1C(C(=O)OC)CCC)=O)N1CCCCC1 (methyl 2-(4,6-dioxo-2-(piperidin-1-yl)-1,4,5,6-tetrahydropyrimidin-5-yl)pentanoate). As a reaction SMILES: S(Cl)(Cl)=O.[OH:5][C:6]1[C:11]([CH:12]([CH2:16][CH2:17][CH3:18])[C:13]([OH:15])=[O:14])=[C:10]([OH:19])[N:9]=[C:8]([N:20]2[CH2:25][CH2:24][CH2:23][CH2:22][CH2:21]2)[N:7]=1.[CH3:26]O>>[O:5]=[C:6]1[CH:11]([CH:12]([CH2:16][CH2:17][CH3:18])[C:13]([O:15][CH3:26])=[O:14])[C:10](=[O:19])[NH:9][C:8]([N:20]2[CH2:25][CH2:24][CH2:23][CH2:22][CH2:21]2)=[N:7]1. Procedure: To a solution cold solution of methanol (50 mL) was added thionyl chloride (7.25 mL; 100 mmol) dropwise. The acidic solution was added to a flask containing 2-(4,6-dihydroxy-2-(piperidin-1-yl)pyrimidin-5-yl)pentanoic acid (3.07 g; 10.4 mmol) and the mixture was heated to reflux for 18 h. The reaction mixture was concentrated under reduced pressure and the product was used as such in the next reaction.